From a dataset of the Open Reaction Database (ORD), a public repository of structured organic reaction records. describe an organic reaction: reactants, conditions, products, and yield Isolated yield 0.0%. Reaction SMILES: C#CC(C)(C)N.CC(C)(C(=O)O)c1ccccc1.C[N+]1(CCOCC1)C2=NC(=NC(=N2)OC)OC.[Cl-].CCN(C(C)C)C(C)C.CN(C)C=O>>C#CC(C)(C)NC(=O)C(C)(C)c1ccccc1. Conditions: temperature 25 celsius, time 2 hour. Reagents/catalysts: C[N+]1(CCOCC1)C2=NC(=NC(=N2)OC)OC.[Cl-] (DMTMM), CCN(C(C)C)C(C)C (DIPEA). Yields the product C#CC(C)(C)NC(=O)C(C)(C)c1ccccc1. Run in CN(C)C=O (DMF), CN(C)C=O (DMF), CN(C)C=O (DMF), CN(C)C=O (DMF), CN(C)C=O (DMF), CN(C)C=O (DMF). Reactants: CC(C)(C(=O)O)c1ccccc1, C#CC(C)(C)N. Reactants: [BH4-], CO, CN(C)CCCCN, CCC=O, [Na+]. Product: CCCNCCCCN(C)C. RXN SMILES: [BH4-:13].[CH3:15][OH:16].[CH3:1][N:2]([CH2:3][CH2:4][CH2:5][CH2:6][NH2:7])[CH3:8].[CH:9]([CH2:10][CH3:11])=[O:12].[Na+:14]>>[CH3:1][N:2]([CH2:3][CH2:4][CH2:5][CH2:6][NH:7][CH2:9][CH2:10][CH3:11])[CH3:8]. Starting materials: BrC=1C=C(C=NC1)N1CCN(CCC1)C(=O)OC(C)(C)C (1-(5-bromo-3-pyridyl)-4-tert-butoxycarbonylhomopiperazine), BrN1C(CCC1=O)=O (N-bromosuccinimide). Solvent: C(C)#N (acetonitrile). Conditions: time 30 minute. Product: BrC=1C=C(C=NC1Br)N1CCN(CCC1)C(=O)OC(C)(C)C (1-(5,6-Dibromo-3-pyridyl)-4-tert-butoxycarbonylhomopiperazine). Reaction SMILES: [Br:1][C:2]1[CH:3]=[C:4]([N:8]2[CH2:14][CH2:13][CH2:12][N:11]([C:15]([O:17][C:18]([CH3:21])([CH3:20])[CH3:19])=[O:16])[CH2:10][CH2:9]2)[CH:5]=[N:6][CH:7]=1.[Br:22]N1C(=O)CCC1=O>C(#N)C>[Br:1][C:2]1[CH:3]=[C:4]([N:8]2[CH2:14][CH2:13][CH2:12][N:11]([C:15]([O:17][C:18]([CH3:21])([CH3:20])[CH3:19])=[O:16])[CH2:10][CH2:9]2)[CH:5]=[N:6][C:7]=1[Br:22]. Procedure: A mixture of 1-(5-bromo-3-pyridyl)-4-tert-butoxycarbonylhomopiperazine (2.68 g, 7.5 mmol), N-bromosuccinimide (1.34 g, 7.5 mmol) and acetonitrile (75 ml) was stirred for 30 minutes. The crude mixture was evaporated and purified by chromatography on silica gel using ethyl acetate: petroleum (2:1) as solvent. Yield 3.0 g, 92%. Starting materials: N1=CC(=CC=C1)C1=NC(=NC=C1)NC=1C=C(C=CC1)C(C)=O (1-[3-[[4-(3-pyridinyl)-2-pyrimidinyl]amino]phenyl]ethanone), C(=O)N (formamide). Solvent: C(=O)O (formic acid). Yields the product N1=CC(=CC=C1)C1=NC(=NC=C1)NC=1C=C(C=CC1)C(C)NC=O (N-[1-[3-[[4-(3-Pyridinyl)-2-pyrimidinyl]amino]phenyl]ethyl]formamide). Reaction SMILES: [N:1]1[CH:6]=[CH:5][CH:4]=[C:3]([C:7]2[CH:12]=[CH:11][N:10]=[C:9]([NH:13][C:14]3[CH:15]=[C:16]([C:20](=O)[CH3:21])[CH:17]=[CH:18][CH:19]=3)[N:8]=2)[CH:2]=1.[CH:23]([NH2:25])=[O:24]>C(O)=O>[N:1]1[CH:6]=[CH:5][CH:4]=[C:3]([C:7]2[CH:12]=[CH:11][N:10]=[C:9]([NH:13][C:14]3[CH:15]=[C:16]([CH:20]([NH:25][CH:23]=[O:24])[CH3:21])[CH:17]=[CH:18][CH:19]=3)[N:8]=2)[CH:2]=1. Reported procedure: A mixture of 2.9 g of 1-[3-[[4-(3-pyridinyl)-2-pyrimidinyl]amino]phenyl]ethanone, 40 ml of formamide and 13 ml of concentrated formic acid was refluxed for 15 hours, then cooled and evaporated. The residue was partitioned between unsaturated aqueous potassium bicarbonate and chloroform. The organic phase was separated, dried, filtered and evaporated. The residue was chromatographed on silica gel, eluting 125 ml fractions, fractions 1-4 with chloroform and fractions 5-7 with 2% methanol in chloro... Reactants: CC=1C(=C(C(=NC1OC1=CC(=CC(=C1)Cl)Cl)C(=O)O)Cl)N (Methyl 4-amino-3-chloro-6-(3,5-dichlorophenoxy)pyridine-2-carboxylic acid), [OH-].[Na+] (NaOH). Run in CO (methanol). Reaction conditions: time 1 hour. Yields the product NC1=C(C(=NC(=C1)OC1=CC(=CC(=C1)Cl)Cl)C(=O)O)Cl (4-Amino-3-chloro-6-(3,5-dichlorophenoxy)pyridine-2-carboxylic Acid). Yield: 56.5%. As a reaction SMILES: C[C:2]1[C:3]([NH2:21])=[C:4]([Cl:20])[C:5]([C:17]([OH:19])=[O:18])=[N:6][C:7]=1[O:8][C:9]1[CH:14]=[C:13]([Cl:15])[CH:12]=[C:11]([Cl:16])[CH:10]=1.[OH-].[Na+]>CO>[NH2:21][C:3]1[CH:2]=[C:7]([O:8][C:9]2[CH:10]=[C:11]([Cl:16])[CH:12]=[C:13]([Cl:15])[CH:14]=2)[N:6]=[C:5]([C:17]([OH:19])=[O:18])[C:4]=1[Cl:20] |f:1.2|. Procedure: To Methyl 4-amino-3-chloro-6-(3,5-dichlorophenoxy)pyridine-2-carboxylic acid (0.0.720 g, 2.07 mmol) in 20 mL of methanol was added 1N NaOH (2.07 mL) and stirred at RT for 1 hr. The reaction mixture was concentrated to dryness in vacuo and 100 mL each of diethyl ether and H2O added. The aqueous layer acidified with 1N HCl until pH=2. Methylene chloride was added and the aqueous phase was extracted with additional CH2Cl2 (2×100 mL). The combined extracts were dried (MgSO4) and concentrated to dryn... Starting materials: OC1=CC=C(C(=O)OCC)C=C1 (ethyl 4-hydroxybenzoate), [OH-].[K+] (potassium hydroxide), O (water), BrCCCCCCBr (1,6-dibromohexane). The solvent is CS(=O)C (dimethylsulfoxide). Conditions: time 5 minute. Product: BrCCCCCCOC1=CC=C(C(=O)OCC)C=C1 (ethyl 4-(6-bromohexyloxy)benzoate). The yield is 71.4%. Reaction SMILES: [OH:1][C:2]1[CH:12]=[CH:11][C:5]([C:6]([O:8][CH2:9][CH3:10])=[O:7])=[CH:4][CH:3]=1.[OH-].[K+].[Br:15][CH2:16][CH2:17][CH2:18][CH2:19][CH2:20][CH2:21]Br.O>CS(C)=O>[Br:15][CH2:16][CH2:17][CH2:18][CH2:19][CH2:20][CH2:21][O:1][C:2]1[CH:3]=[CH:4][C:5]([C:6]([O:8][CH2:9][CH3:10])=[O:7])=[CH:11][CH:12]=1 |f:1.2|. Procedure details: To a solution of 232 g of ethyl 4-hydroxybenzoate [XII; Alk=C2H5 ] in 1.2 liters of dimethylsulfoxide was added 100 g of potassium hydroxide. The mixture was stirred for five minutes, 678 g of 1,6-dibromohexane was then added, and the mixture stirred for four hours during which an exothermic reaction occurred (max. temp. 46° C.). The reaction mixture was added to 1500 ml of water and extracted three times with 800 ml of cyclohexane. The cyclohexane layer was washed with 800 ml of water, 200 ml 2... The reactants are COC(C)OC, Ic1cnn(CCN2CCCCC2)c1, [K+], [K+], [K+], O=P([O-])([O-])[O-], OB(O)c1ccc2[nH]ccc2c1. The product is c1cc2cc(-c3cnn(CCN4CCCCC4)c3)ccc2[nH]1. As a reaction SMILES: [CH3:35][O:36][CH:37]([O:38][CH3:39])[CH3:40].[I:1][c:2]1[cH:3][n:4][n:5]([CH2:7][CH2:8][N:9]2[CH2:10][CH2:11][CH2:12][CH2:13][CH2:14]2)[cH:6]1.[K+:32].[K+:33].[K+:34].[P:27]([O-:28])([O-:29])([O-:30])=[O:31].[nH:15]1[cH:16][cH:17][c:18]2[cH:19][c:20]([B:24]([OH:25])[OH:26])[cH:21][cH:22][c:23]12>>[c:2]1(-[c:20]2[cH:19][c:18]3[cH:17][cH:16][nH:15][c:23]3[cH:22][cH:21]2)[cH:3][n:4][n:5]([CH2:7][CH2:8][N:9]2[CH2:10][CH2:11][CH2:12][CH2:13][CH2:14]2)[cH:6]1. The reactants are [BH4-], CO, CN(C)S(=O)(=O)n1ccnc1C=O, [Na+], O. The product is CN(C)S(=O)(=O)n1ccnc1CO. RXN SMILES: [BH4-:16].[CH3:1][OH:2].[CH:3](=[O:4])[c:5]1[n:6]([S:10](=[O:11])(=[O:12])[N:13]([CH3:14])[CH3:15])[cH:7][cH:8][n:9]1.[Na+:17].[OH2:18]>>[CH2:3]([OH:4])[c:5]1[n:6]([S:10](=[O:11])(=[O:12])[N:13]([CH3:14])[CH3:15])[cH:7][cH:8][n:9]1.